From a dataset of the Open Reaction Database (ORD), a public repository of structured organic reaction records. describe an organic reaction: reactants, conditions, products, and yield The reactants are ClC=1C=C(C=CC1F)C(=O)C1=NC2=CC=CC=C2C(=N1)NC1=NNC(=C1)C ((3-chloro-4-fluorophenyl)(4-(5-methyl-1H-pyrazol-3-ylamino)quinazolin-2-yl)methanone), [BH4-].[Na+] (sodium borohydride). Run in CO.C1CCOC1 (MeOH THF). Run at time 30 minute. Yields the product ClC=1C=C(C=CC1F)C(O)C1=NC2=CC=CC=C2C(=N1)NC1=NNC(=C1)C ((3-chloro-4-fluorophenyl)(4-(5-methyl-1H-pyrazol-3-ylamino)quinazolin-2-yl)methanol). Isolated yield 9.1%. Reaction SMILES: [Cl:1][C:2]1[CH:3]=[C:4]([C:9]([C:11]2[N:20]=[C:19]([NH:21][C:22]3[CH:26]=[C:25]([CH3:27])[NH:24][N:23]=3)[C:18]3[C:13](=[CH:14][CH:15]=[CH:16][CH:17]=3)[N:12]=2)=[O:10])[CH:5]=[CH:6][C:7]=1[F:8].[BH4-].[Na+]>CO.C1COCC1>[Cl:1][C:2]1[CH:3]=[C:4]([CH:9]([C:11]2[N:20]=[C:19]([NH:21][C:22]3[CH:26]=[C:25]([CH3:27])[NH:24][N:23]=3)[C:18]3[C:13](=[CH:14][CH:15]=[CH:16][CH:17]=3)[N:12]=2)[OH:10])[CH:5]=[CH:6][C:7]=1[F:8] |f:1.2,3.4|. Reported procedure: To crude (3-chloro-4-fluorophenyl)(4-(5-methyl-1H-pyrazol-3-ylamino)quinazolin-2-yl)methanone (458 mg, 1.2 mmol) in 1:1 MeOH/THF (60 mL) at 0° C. was added sodium borohydride (0.048 g, 1.3 mmol), and the solution was stirred for 30 min. The reaction was quenched by addition of 6 N HCl and the mixture was concentrated to dryness. The residue was purified by silica gel chromatography eluting with 0-15% MeOH/DCM. The resulting solid was triturated with methanol to afford (3-chloro-4-fluorophenyl)(4... Reactants: FC1=CC=C(OC2CN(C2)CCCN)C=C1 (3-[3-(4-fluoro-phenoxy)-azetidin-1-yl]-propylamine), C1(=CC=CC=C1)OC(=O)Cl (phenylchloroformate), CN(C)C1=NC=CC=C1 (dimethylaminopyridine). The solvent is ClCCl (dichloromethane). The product is C1(=CC=CC=C1)OC(N)=O (carbamic acid phenyl ester). RXN SMILES: FC1C=CC(OC2C[N:9](CCCN)C2)=CC=1.[C:17]1([O:23][C:24](Cl)=[O:25])[CH:22]=[CH:21][CH:20]=[CH:19][CH:18]=1.CN(C1C=CC=CN=1)C>ClCCl>[C:17]1([O:23][C:24](=[O:25])[NH2:9])[CH:22]=[CH:21][CH:20]=[CH:19][CH:18]=1. Procedure details: A solution of 3-[3-(4-fluoro-phenoxy)-azetidin-1-yl]-propylamine (0.05 g, 0.223 mmol), phenylchloroformate (0.056 ml, 0.446 mmol) and dimethylaminopyridine (0.027 g, 0.223 mmol) in dichloromethane (4 ml) is stirred at ambient temperature for 24 hours. The reaction mixture is evaporated and the crude product purified by flash silica chromatography (elution 5:95 methanol/dichloromethane) to afford 3-[3-(4-Fluoro-phenoxy)-azetidin-1-yl]-propyl)-carbamic acid phenyl ester. [MH]+ 344.9. The reactants are COC(=O)OC, CO, [H-], [Na+], O=C1CCCCC(c2ccccc2)C1. Product: COC(=O)C1CCCC(c2ccccc2)CC1=O. As a reaction SMILES: [CH3:15][O:16][C:17](=[O:18])[O:19][CH3:20].[CH3:23][OH:24].[H-:21].[Na+:22].[c:1]1([CH:7]2[CH2:8][C:9](=[O:14])[CH2:10][CH2:11][CH2:12][CH2:13]2)[cH:2][cH:3][cH:4][cH:5][cH:6]1>>[c:1]1([CH:7]2[CH2:8][C:9](=[O:14])[CH:10]([C:17]([O:16][CH3:15])=[O:18])[CH2:11][CH2:12][CH2:13]2)[cH:2][cH:3][cH:4][cH:5][cH:6]1. Starting materials: CO, CCc1ccc2c(c1)CC(=O)N2c1c(F)c(F)cc(F)c1F, [Na+], [OH-], O. The product is CCc1ccc(Nc2c(F)c(F)cc(F)c2F)c(CC(=O)O)c1. Reaction SMILES: [CH3:23][OH:24].[F:1][c:2]1[c:3]([N:11]2[C:12](=[O:22])[CH2:13][c:14]3[cH:15][c:16]([CH2:20][CH3:21])[cH:17][cH:18][c:19]32)[c:4]([F:10])[c:5]([F:9])[cH:6][c:7]1[F:8].[Na+:26].[OH-:25].[OH2:27]>>[F:1][c:2]1[c:3]([NH:11][c:19]2[c:14]([CH2:13][C:12](=[O:22])[OH:24])[cH:15][c:16]([CH2:20][CH3:21])[cH:17][cH:18]2)[c:4]([F:10])[c:5]([F:9])[cH:6][c:7]1[F:8]. The reactants are [OH-].[Na+] (sodium hydroxide), CN1C(=NC=C1C(=O)OCC)C1=CC=CC=C1 (ethyl 1-methyl-2-phenyl-1H-5-imidazolecarboxylate), Cl (hydrochloric acid). Solvent: C(C)O (ethanol). Yields the product CN1C(=NC=C1C(=O)O)C1=CC=CC=C1 (1-methyl-2-phenyl-1H-5-imidazolecarboxylic acid). Yield: 56.9%. RXN SMILES: [CH3:1][N:2]1[C:6]([C:7]([O:9]CC)=[O:8])=[CH:5][N:4]=[C:3]1[C:12]1[CH:17]=[CH:16][CH:15]=[CH:14][CH:13]=1.[OH-].[Na+].Cl>C(O)C>[CH3:1][N:2]1[C:6]([C:7]([OH:9])=[O:8])=[CH:5][N:4]=[C:3]1[C:12]1[CH:17]=[CH:16][CH:15]=[CH:14][CH:13]=1 |f:1.2|. Reported procedure: 2.2 g of ethyl 1-methyl-2-phenyl-1H-5-imidazolecarboxylate was dissolved in 20 ml ethanol and 2 ml of 5N sodium hydroxide was added, followed by heating under reflux for 1 hour. The reaction solution was ice-cooled and neutralized with 2N hydrochloric acid, followed by extracting with a mixed solvent of ethyl acetate and tetrahydrofuran. The organic layer was washed with brine, dried over anhydrous magnesium sulfate and evaporated, to give 1.1 g of 1-methyl-2-phenyl-1H-5-imidazolecarboxylic acid... Starting materials: O1CCCC1 (tetrahydrofuran), [OH-].[Li+] (lithium hydroxide), COC1=CC=C(C=N1)C1=CC(=C(O1)C)C(CC(C)C)NC1=CC=C(C=C1)C(=O)N(CCC(=O)OCC)C (ethyl 3-[{[4-({1-[5-(6-methoxypyridin-3-yl)-2-methylfuran-3-yl]-3-methylbutyl}amino)phenyl]carbonyl}(methyl)amino]propanoate). The solvent is C(C)O (ethanol). Run at time 1 hour. Yields the product COC1=CC=C(C=N1)C1=CC(=C(O1)C)C(CC(C)C)NC1=CC=C(C=C1)C(=O)N(CCC(=O)O)C (3-[{[4-({1-[5-(6-methoxypyridin-3-yl)-2-methylfuran-3-yl]-3-methylbutyl}amino)phenyl]carbonyl}(methyl)amino]propanoic acid). Isolated yield 25.0%. As a reaction SMILES: [CH3:1][O:2][C:3]1[N:8]=[CH:7][C:6]([C:9]2[O:13][C:12]([CH3:14])=[C:11]([CH:15]([NH:20][C:21]3[CH:26]=[CH:25][C:24]([C:27]([N:29]([CH3:37])[CH2:30][CH2:31][C:32]([O:34]CC)=[O:33])=[O:28])=[CH:23][CH:22]=3)[CH2:16][CH:17]([CH3:19])[CH3:18])[CH:10]=2)=[CH:5][CH:4]=1.O1CCCC1.[OH-].[Li+]>C(O)C>[CH3:1][O:2][C:3]1[N:8]=[CH:7][C:6]([C:9]2[O:13][C:12]([CH3:14])=[C:11]([CH:15]([NH:20][C:21]3[CH:22]=[CH:23][C:24]([C:27]([N:29]([CH3:37])[CH2:30][CH2:31][C:32]([OH:34])=[O:33])=[O:28])=[CH:25][CH:26]=3)[CH2:16][CH:17]([CH3:19])[CH3:18])[CH:10]=2)=[CH:5][CH:4]=1 |f:2.3|. Procedure: A mixture of 5-[4-(1-chloro-3-methylbutyl)-5-methylfuran-2-yl]-2-methoxypyridine (382 mg), ethyl 3-{[(4-aminophenyl)carbonyl](methyl)amino}propanoate (400 mg), sodium carbonate (170 mg) and sodium iodide (240 mg) in N,N-dimethylacetamide (10 mL) was stirred overnight at 80° C. The reaction mixture was poured into water, and the mixture was extracted with ethyl acetate. The organic layer was washed with saturated brine, and dried over magnesium sulfate. The solvent was evaporated under reduced pr...